Dataset: the Open Reaction Database (ORD), a public repository of structured organic reaction records. Task: describe an organic reaction: reactants, conditions, products, and yield The reactants are O=C([O-])[O-], COCCOCCN(CCOCCOC)CCOCCOC, Clc1cc(Cl)ncn1, Cl[Cu], O=C(c1cc(C(F)(F)F)cc(C(F)(F)F)c1)N1CCC2(CC1)C(=O)NCN2c1ccccc1, [K+], [K+], Cc1ccccc1C. The product is O=C(c1cc(C(F)(F)F)cc(C(F)(F)F)c1)N1CCC2(CC1)C(=O)N(c1cc(Cl)ncn1)CN2c1ccccc1. Reaction SMILES: [C:34](=[O:35])([O-:36])[O-:37].[CH3:40][O:41][CH2:42][CH2:43][O:44][CH2:45][CH2:46][N:47]([CH2:48][CH2:49][O:50][CH2:51][CH2:52][O:53][CH3:54])[CH2:55][CH2:56][O:57][CH2:58][CH2:59][O:60][CH3:61].[Cl:62][c:63]1[n:64][cH:65][n:66][c:67]([Cl:69])[cH:68]1.[Cu:78][Cl:79].[F:1][C:2]([c:3]1[cH:4][c:5]([C:6](=[O:7])[N:8]2[CH2:9][CH2:10][C:11]3([C:12](=[O:22])[NH:13][CH2:14][N:15]3[c:16]3[cH:17][cH:18][cH:19][cH:20][cH:21]3)[CH2:23][CH2:24]2)[cH:25][c:26]([C:28]([F:29])([F:30])[F:31])[cH:27]1)([F:32])[F:33].[K+:38].[K+:39].[c:70]1([CH3:71])[c:72]([CH3:73])[cH:74][cH:75][cH:76][cH:77]1>>[F:1][C:2]([c:3]1[cH:4][c:5]([C:6](=[O:7])[N:8]2[CH2:9][CH2:10][C:11]3([C:12](=[O:22])[N:13]([c:67]4[n:66][cH:65][n:64][c:63]([Cl:62])[cH:68]4)[CH2:14][N:15]3[c:16]3[cH:17][cH:18][cH:19][cH:20][cH:21]3)[CH2:23][CH2:24]2)[cH:25][c:26]([C:28]([F:29])([F:30])[F:31])[cH:27]1)([F:32])[F:33].